From a dataset of the Open Reaction Database (ORD), a public repository of structured organic reaction records. describe an organic reaction: reactants, conditions, products, and yield Reactants: CCOC(=O)COc1ccc(C2CCC(N(Cc3ccccc3)CC(O)COc3ccc(OCc4ccccc4)c(NS(C)(=O)=O)c3)CC2)cc1, CCO, [Na+], [OH-]. Product: CS(=O)(=O)Nc1cc(OCC(O)CN(Cc2ccccc2)C2CCC(c3ccc(OCC(=O)O)cc3)CC2)ccc1OCc1ccccc1. RXN SMILES: [CH2:1]([c:2]1[cH:3][cH:4][cH:5][cH:6][cH:7]1)[N:8]([CH:9]1[CH2:10][CH2:11][CH:12]([c:15]2[cH:16][cH:17][c:18]([O:19][CH2:20][C:21](=[O:22])[O:23][CH2:24][CH3:25])[cH:26][cH:27]2)[CH2:13][CH2:14]1)[CH2:28][CH:29]([CH2:30][O:31][c:32]1[cH:33][c:34]([NH:46][S:47](=[O:48])(=[O:49])[CH3:50])[c:35]([O:38][CH2:39][c:40]2[cH:41][cH:42][cH:43][cH:44][cH:45]2)[cH:36][cH:37]1)[OH:51].[CH3:54][CH2:55][OH:56].[Na+:53].[OH-:52]>>[CH2:1]([c:2]1[cH:3][cH:4][cH:5][cH:6][cH:7]1)[N:8]([CH:9]1[CH2:10][CH2:11][CH:12]([c:15]2[cH:16][cH:17][c:18]([O:19][CH2:20][C:21](=[O:22])[OH:23])[cH:26][cH:27]2)[CH2:13][CH2:14]1)[CH2:28][CH:29]([CH2:30][O:31][c:32]1[cH:33][c:34]([NH:46][S:47](=[O:48])(=[O:49])[CH3:50])[c:35]([O:38][CH2:39][c:40]2[cH:41][cH:42][cH:43][cH:44][cH:45]2)[cH:36][cH:37]1)[OH:51]. The reactants are C(C1=CC=CC=C1)OC1=C(C=C(CN(C2=CC=C(C#N)C=C2)N2C=NN=C2)C=C1OC)Cl (4-[(4-benzyloxy-3-chloro-5-methoxy-benzyl)-[1,2,4]triazol-4-yl-amino]-benzonitrile). Reagents/catalysts: [Pd] (Palladium on charcoal). Run in C(C)O (ethanol), C1CCOC1 (THF). Reaction conditions: time 24 hour. Product: ClC=1C=C(CN(C2=CC=C(C#N)C=C2)N2C=NN=C2)C=C(C1O)OC (4-[(3-chloro-4-hydroxy-5-methoxy-benzyl)-[1,2,4]triazol-4-yl-amino]-benzonitrile). As a reaction SMILES: C([O:8][C:9]1[C:29]([O:30][CH3:31])=[CH:28][C:12]([CH2:13][N:14]([N:23]2[CH:27]=[N:26][N:25]=[CH:24]2)[C:15]2[CH:22]=[CH:21][C:18]([C:19]#[N:20])=[CH:17][CH:16]=2)=[CH:11][C:10]=1[Cl:32])C1C=CC=CC=1>[Pd].C(O)C.C1COCC1>[Cl:32][C:10]1[CH:11]=[C:12]([CH:28]=[C:29]([O:30][CH3:31])[C:9]=1[OH:8])[CH2:13][N:14]([N:23]1[CH:27]=[N:26][N:25]=[CH:24]1)[C:15]1[CH:16]=[CH:17][C:18]([C:19]#[N:20])=[CH:21][CH:22]=1. Procedure details: Palladium on charcoal (100 mg, 5% Pd) was added to a solution of 4-[(4-benzyloxy-3-chloro-5-methoxy-benzyl)-[1,2,4]triazol-4-yl-amino]-benzonitrile (CAB02177, 1.34 g, 3.0 mmol) in ethanol (60 mL) and THF (40 mL). The mixture was stirred under hydrogen atmosphere (balloon) for 24 h (TLC monitored), then filtered through celite and concentrated under reduced pressure. The residue was dried under high vacuum. Yield: 1.06 g (99%), white powder. 1H-NMR (400 MHz, d6-DMSO) δ=3.77 (s, 3H, —OCH3), 4.92 (... Starting materials: CCN(C(C)C)C(C)C, CC(C)CI, CC1CO1, CC(C)=O, CO, COCCOCCOC, CN([SiH](C)C)[Si](C)(C)C, Cl, NCCCP(O)O, CC(C)CP(=O)(O)CCCN. Product: CC(C)CP(=O)(O)CCCN. RXN SMILES: [CH2:17]([N:18]([CH:19]([CH3:20])[CH3:21])[CH:22]([CH3:23])[CH3:24])[CH3:25].[CH2:26]([I:27])[CH:28]([CH3:29])[CH3:30].[CH2:43]1[O:44][CH:45]1[CH3:46].[CH3:47][C:48](=[O:49])[CH3:50].[CH3:51][OH:52].[CH3:53][O:54][CH2:55][CH2:56][O:57][CH2:58][CH2:59][O:60][CH3:61].[CH3:8][SiH:9]([CH3:10])[N:11]([CH3:12])[Si:13]([CH3:14])([CH3:15])[CH3:16].[ClH:31].[NH2:1][CH2:2][CH2:3][CH2:4][P:5]([OH:6])[OH:7].[NH2:32][CH2:33][CH2:34][CH2:35][P:36]([OH:37])(=[O:38])[CH2:39][CH:40]([CH3:41])[CH3:42]>>[NH2:32][CH2:33][CH2:34][CH2:35][P:36](=[O:37])([OH:38])[CH2:39][CH:40]([CH3:41])[CH3:42]. Starting materials: NC=1N(C(C2(N1)CC(OC1=CC=C(C=C12)Br)C1=CC=CC=C1)=O)C (2′-amino-6-bromo-1′-methyl-2-phenylspiro[chroman-4,4′-imidazol]-5′(1′H)-one), CNC(=O)C=1C=C(C=CC1)B(O)O (3-(methylcarbamoyl)phenylboronic acid). Reagents/catalysts: Cl[Pd]([P](C1=CC=CC=C1)(C2=CC=CC=C2)C3=CC=CC=C3)([P](C4=CC=CC=C4)(C5=CC=CC=C5)C6=CC=CC=C6)Cl (Pd(PPh3)2Cl2). The solvent is O1CCOCC1 (1,4-dioxane), C(=O)([O-])[O-].[Cs+].[Cs+] (Cs2CO3). Run at temperature 120 celsius. Yields the product NC=1N(C(C2(N1)CC(OC1=CC=C(C=C12)C=1C=C(C(=O)NC)C=CC1)C1=CC=CC=C1)=O)C (3-(2′-amino-1′-methyl-5′-oxo-2-phenyl-1′,5′-dihydrospiro[chroman-4,4′-imidazole]-6-yl)-N-methylbenzamide). Isolated yield 4.2%. Reaction SMILES: [NH2:1][C:2]1[N:3]([CH3:24])[C:4](=[O:23])[C:5]2([C:15]3[C:10](=[CH:11][CH:12]=[C:13](Br)[CH:14]=3)[O:9][CH:8]([C:17]3[CH:22]=[CH:21][CH:20]=[CH:19][CH:18]=3)[CH2:7]2)[N:6]=1.[CH3:25][NH:26][C:27]([C:29]1[CH:30]=[C:31](B(O)O)[CH:32]=[CH:33][CH:34]=1)=[O:28]>O1CCOCC1.C([O-])([O-])=O.[Cs+].[Cs+].Cl[Pd](Cl)([P](C1C=CC=CC=1)(C1C=CC=CC=1)C1C=CC=CC=1)[P](C1C=CC=CC=1)(C1C=CC=CC=1)C1C=CC=CC=1>[NH2:1][C:2]1[N:3]([CH3:24])[C:4](=[O:23])[C:5]2([C:15]3[C:10](=[CH:11][CH:12]=[C:13]([C:33]4[CH:34]=[C:29]([CH:30]=[CH:31][CH:32]=4)[C:27]([NH:26][CH3:25])=[O:28])[CH:14]=3)[O:9][CH:8]([C:17]3[CH:22]=[CH:21][CH:20]=[CH:19][CH:18]=3)[CH2:7]2)[N:6]=1 |f:3.4.5,^1:52,71|. Reported procedure: Pd(PPh3)2Cl2 (10 mg) in a 10 mL CEM test tube under Ar was treated sequentially with 2′-amino-6-bromo-1′-methyl-2-phenylspiro[chroman-4,4′-imidazol]-5′(1′H)-one (20 mg, 0.052 mmol) in 1,4-dioxane (1 mL), Cs2CO3 (2 N, 0.3 mL) and 3-(methylcarbamoyl)phenylboronic acid (18.6 mg, 0.104 mmol). The mixture was heated in a microwave reactor at 120° C. for 30 minutes. The reaction mixture was concentrated in vacuo to give the residue, which was purified by preparative TLC and preparative HPLC to give pu... Reactants: Nc1ncc(Br)nc1Br, C1COCCO1, CC(N)c1ccccc1. Product: CC(Nc1nc(Br)cnc1N)c1ccccc1. RXN SMILES: [Br:1][c:2]1[c:3]([NH2:9])[n:4][cH:5][c:6]([Br:8])[n:7]1.[O:19]1[CH2:20][CH2:21][O:22][CH2:23][CH2:24]1.[c:10]1([CH:16]([CH3:17])[NH2:18])[cH:11][cH:12][cH:13][cH:14][cH:15]1>>[c:2]1([NH:18][CH:16]([c:10]2[cH:11][cH:12][cH:13][cH:14][cH:15]2)[CH3:17])[c:3]([NH2:9])[n:4][cH:5][c:6]([Br:8])[n:7]1. Starting materials: CC(C)(C)c1ccccc1Oc1ncccc1Nc1nc(C(C)(C)C)c(CO)s1, CNCC(C)C. The product is CC(C)CN(C)Cc1sc(Nc2cccnc2Oc2ccccc2C(C)(C)C)nc1C(C)(C)C. RXN SMILES: [C:1]([CH3:2])([CH3:3])([CH3:4])[c:5]1[n:6][c:7]([NH:12][c:13]2[c:14]([O:19][c:20]3[c:21]([C:26]([CH3:27])([CH3:28])[CH3:29])[cH:22][cH:23][cH:24][cH:25]3)[n:15][cH:16][cH:17][cH:18]2)[s:8][c:9]1[CH2:10][OH:11].[CH2:30]([CH:31]([CH3:32])[CH3:33])[NH:34][CH3:35]>>[C:1]([CH3:2])([CH3:3])([CH3:4])[c:5]1[n:6][c:7]([NH:12][c:13]2[c:14]([O:19][c:20]3[c:21]([C:26]([CH3:27])([CH3:28])[CH3:29])[cH:22][cH:23][cH:24][cH:25]3)[n:15][cH:16][cH:17][cH:18]2)[s:8][c:9]1[CH2:10][N:34]([CH2:30][CH:31]([CH3:32])[CH3:33])[CH3:35]. The reactants are COC1=C(C=CC=C1)C1(C2CNCC2CC(C1)C)O ((3aRS,4RS,6SR,7aSR)-4-(2-methoxyphenyl)-6-methyl-4-perhydroisoindolol), CN(C1=C(C=CC=C1)CC(=O)O)C ((2-dimethylaminophenyl)acetic acid), O.ON1N=NC2=C1C=CC=C2 (1-hydroxybenzotriazole monohydrate), Cl.CN(CCCN=C=NCC)C (1-(3-dimethylaminopropyl)-3-ethylcarbodiimide hydrochloride). Solvent: ClCCl (dichloromethane), C(C)N(CC)CC (triethylamine). Conditions: temperature 5 celsius. The product is COC1=C(C=CC=C1)C1(C2CN(CC2CC(C1)C)C(CC1=C(C=CC=C1)N(C)C)=O)O ((3aRS,4RS,6SR,7aSR)-4-(2-methoxyphenyl)-2-[(2-dimethylaminophenyl)acetyl]-6-methyl-4-perhydroisoindolol). The yield is 71.4%. Reaction SMILES: [CH3:1][O:2][C:3]1[CH:8]=[CH:7][CH:6]=[CH:5][C:4]=1[C:9]1([OH:19])[CH2:17][CH:16]([CH3:18])[CH2:15][CH:14]2[CH:10]1[CH2:11][NH:12][CH2:13]2.[CH3:20][N:21]([CH3:32])[C:22]1[CH:27]=[CH:26][CH:25]=[CH:24][C:23]=1[CH2:28][C:29](O)=[O:30].O.ON1C2C=CC=CC=2N=N1.Cl.CN(C)CCCN=C=NCC>ClCCl.C(N(CC)CC)C>[CH3:1][O:2][C:3]1[CH:8]=[CH:7][CH:6]=[CH:5][C:4]=1[C:9]1([OH:19])[CH2:17][CH:16]([CH3:18])[CH2:15][CH:14]2[CH:10]1[CH2:11][N:12]([C:29](=[O:30])[CH2:28][C:23]1[CH:24]=[CH:25][CH:26]=[CH:27][C:22]=1[N:21]([CH3:32])[CH3:20])[CH2:13]2 |f:2.3,4.5|. Procedure details: To a solution of 0.78 g of (3aRS,4RS,6SR,7aSR)-4-(2-methoxyphenyl)-6-methyl-4-perhydroisoindolol in 80 cm3 of dichloromethane is added 0.5 cm3 of triethylamine. The reaction mixture is cooled to 5° C. and 0.54 g of (2-dimethylaminophenyl)acetic acid, 0.05 g of 1-hydroxybenzotriazole monohydrate and 0.63 g of 1-(3-dimethylaminopropyl)-3-ethylcarbodiimide hydrochloride are added. The reaction mixture is maintained for 1 hour at 5° C. and for 16 hours at 20° C. and is then washed twice with 100 cm3... The reactants are FC(C(=O)O)(C(C(C(F)(F)F)(F)F)(F)F)F (2,2,3,3,4,4,5,5,5-nonafluoropentanoic acid), product, O1C=2C(OCC1CO)=CSC2 ((2,3-Dihydro-thieno[3,4-b][1,4]dioxin-2-yl)-methanol), CCN=C=NCCC[N+](C)(C)C.[I-] (1-[3-(dimethylamino)propyl]-3-ethylcarbodiimide methiodide), CNC=1C=NC=CC1NC (3,4-dimethylaminopyridine), ( 4 ). Solvent: ClCCl (dichloromethane). Reaction conditions: time 8 hour. The product is O1C=2C(OCC1COC(C(C(C(C(F)(F)F)(F)F)(F)F)(F)F)=O)=CSC2 (2,2,3,3,4,4,5,5,5-nonafluoro-pentanoic acid 2,3-dihydro-thieno[3,4-b][1,4]dioxin-2-ylmethyl ester). The yield is 53.0%. As a reaction SMILES: [O:1]1[CH:6]([CH2:7][OH:8])[CH2:5][O:4][C:3]2=[CH:9][S:10][CH:11]=[C:2]12.[F:12][C:13]([F:27])([C:17]([F:26])([F:25])[C:18]([F:24])([F:23])[C:19]([F:22])([F:21])[F:20])[C:14](O)=[O:15].CCN=C=NCCC[N+](C)(C)C.[I-].CNC1C=NC=CC=1NC>ClCCl>[O:1]1[CH:6]([CH2:7][O:8][C:14](=[O:15])[C:13]([F:12])([F:27])[C:17]([F:25])([F:26])[C:18]([F:23])([F:24])[C:19]([F:22])([F:21])[F:20])[CH2:5][O:4][C:3]2=[CH:9][S:10][CH:11]=[C:2]12 |f:2.3|. Procedure details: A solution of (2,3-Dihydro-thieno[3,4-b][1,4]dioxin-2-yl)-methanol (“hydroxymethyl EDOT”, 1.20 g, 6.97 mmol) in dichloromethane (30 mL) was chilled to 0° C. under argon. Neat 2,2,3,3,4,4,5,5,5-nonafluoropentanoic acid (1.93 g, 7.35 mmol) was added by pipette. Quickly 1-[3-(dimethylamino)propyl]-3-ethylcarbodiimide methiodide (2.30 g, 7.80 mmol) and 3,4-dimethylaminopyridine (0.1 g, 0.82 mmol) were added and the solution was allowed to come to room temperature overnight. The solvent was evaporate... Reactants: COC(=O)c1nc(CCl)n(-c2ccc(Cl)cc2C(=O)c2ccccc2Cl)n1, CC(C)=O, [I-], [Na+]. Yields the product COC(=O)c1nc(CI)n(-c2ccc(Cl)cc2C(=O)c2ccccc2Cl)n1. RXN SMILES: [CH3:1][O:2][C:3](=[O:4])[c:5]1[n:6][n:7](-[c:12]2[c:13]([C:19]([c:20]3[c:21]([Cl:26])[cH:22][cH:23][cH:24][cH:25]3)=[O:27])[cH:14][c:15]([Cl:18])[cH:16][cH:17]2)[c:8]([CH2:10][Cl:11])[n:9]1.[CH3:30][C:31](=[O:32])[CH3:33].[I-:29].[Na+:28]>>[CH3:1][O:2][C:3](=[O:4])[c:5]1[n:6][n:7](-[c:12]2[c:13]([C:19]([c:20]3[c:21]([Cl:26])[cH:22][cH:23][cH:24][cH:25]3)=[O:27])[cH:14][c:15]([Cl:18])[cH:16][cH:17]2)[c:8]([CH2:10][I:29])[n:9]1. Reactants: C=CC(=O)Nc1ccc(F)cc1, c1ccc(CN2CCNCC2)cc1, CO. Product: O=C(CCN1CCN(Cc2ccccc2)CC1)Nc1ccc(F)cc1. RXN SMILES: [C:1]([CH:2]=[CH2:3])(=[O:4])[NH:5][c:6]1[cH:7][cH:8][c:9]([F:12])[cH:10][cH:11]1.[CH2:13]([c:14]1[cH:15][cH:16][cH:17][cH:18][cH:19]1)[N:20]1[CH2:21][CH2:22][NH:23][CH2:24][CH2:25]1.[CH3:26][OH:27]>>[C:1]([CH2:2][CH2:3][N:23]1[CH2:22][CH2:21][N:20]([CH2:13][c:14]2[cH:15][cH:16][cH:17][cH:18][cH:19]2)[CH2:25][CH2:24]1)(=[O:4])[NH:5][c:6]1[cH:7][cH:8][c:9]([F:12])[cH:10][cH:11]1.